From a dataset of the Open Reaction Database (ORD), a public repository of structured organic reaction records. describe an organic reaction: reactants, conditions, products, and yield The reactants are C(C)OC(CC1=C(OC=C1)C)=O ((2-methyl-furan-3-yl)-acetic acid ethyl ester), [H-].[Al+3].[Li+].[H-].[H-].[H-] (lithium aluminium hydride). Run in O1CCCC1 (tetrahydrofuran). Reaction conditions: temperature 0 celsius, time 3 hour. Yields the product CC=1OC=CC1CCO (2-(2-methyl-furan-3-yl)-ethanol). Reaction SMILES: C([O:3][C:4](=O)[CH2:5][C:6]1[CH:10]=[CH:9][O:8][C:7]=1[CH3:11])C.[H-].[Al+3].[Li+].[H-].[H-].[H-]>O1CCCC1>[CH3:11][C:7]1[O:8][CH:9]=[CH:10][C:6]=1[CH2:5][CH2:4][OH:3] |f:1.2.3.4.5.6|. Procedure details: A solution of (2-methyl-furan-3-yl)-acetic acid ethyl ester (11.8 g, 70.2 mmoles) in tetrahydrofuran (50 ml) was added to a stirred suspension of lithium aluminium hydride (2.66 g, 70.2 mmoles) under a nitrogen atmosphere and with cooling to 0° C. When the addition was complete the mixture was stirred at room temperature for 3 hours, then quenched by the addition of excess acetone. After acidifying with 10% aqueous hydrochloric acid the mixture was extracted three times with diethyl ether. The c... As a reaction SMILES: [CH3:1][S:2][c:3]1[s:4][c:5]([C:21]([O:23][CH2:22][CH3:24])=[O:25])[c:6]2[c:7]1-[c:8]1[c:9]([n:10][c:11](-[c:13]3[cH:14][cH:15][cH:16][cH:17][cH:18]3)[nH:12]1)[CH2:19][CH2:20]2.[CH3:28][OH:29].[NH3:26].[O:30]1[CH2:31][CH2:32][CH2:33][CH2:34]1.[OH2:27]>>[CH3:1][S:2][c:3]1[s:4][c:5]([C:21](=[O:23])[NH2:26])[c:6]2[c:7]1-[c:8]1[c:9]([n:10][c:11](-[c:13]3[cH:14][cH:15][cH:16][cH:17][cH:18]3)[nH:12]1)[CH2:19][CH2:20]2. Reactants: CCOC(=O)c1sc(SC)c2c1CCc1nc(-c3ccccc3)[nH]c1-2, CO, N, C1CCOC1, O. The product is CSc1sc(C(N)=O)c2c1-c1[nH]c(-c3ccccc3)nc1CC2. The reactants are ClC=1C=C2C(CN(CC2=C(C1)Cl)C)C=1C=C(C=CC1)NC(CCOCCOCCOCCN1C(C2=CC=CC=C2C1=O)=O)=O (N-(3-(6,8-dichloro-2-methyl-1,2,3,4-tetrahydroisoquinolin-4-yl)phenyl)-3-(2-(2-(2-(1,3-dioxoisoindolin-2-yl)ethoxy)ethoxy)ethoxy)propanamide), O.NN (hydrazine monohydrate), C(C)O (ethanol). Yields the product NCCOCCOCCOCCC(=O)NC1=CC(=CC=C1)C1CN(CC2=C(C=C(C=C12)Cl)Cl)C (3-(2-(2-(2-aminoethoxy)ethoxy)ethoxy)-N-(3-(6,8-dichloro-2-methyl-1,2,3,4-tetrahydroisoquinolin-4-yl)phenyl)propanamide). RXN SMILES: [Cl:1][C:2]1[CH:3]=[C:4]2[C:9](=[C:10]([Cl:12])[CH:11]=1)[CH2:8][N:7]([CH3:13])[CH2:6][CH:5]2[C:14]1[CH:15]=[C:16]([NH:20][C:21](=[O:44])[CH2:22][CH2:23][O:24][CH2:25][CH2:26][O:27][CH2:28][CH2:29][O:30][CH2:31][CH2:32][N:33]2C(=O)C3C(=CC=CC=3)C2=O)[CH:17]=[CH:18][CH:19]=1.O.NN.C(O)C>>[NH2:33][CH2:32][CH2:31][O:30][CH2:29][CH2:28][O:27][CH2:26][CH2:25][O:24][CH2:23][CH2:22][C:21]([NH:20][C:16]1[CH:17]=[CH:18][CH:19]=[C:14]([CH:5]2[C:4]3[C:9](=[C:10]([Cl:12])[CH:11]=[C:2]([Cl:1])[CH:3]=3)[CH2:8][N:7]([CH3:13])[CH2:6]2)[CH:15]=1)=[O:44] |f:1.2|. Reported procedure: Into a 100-mL round-bottom flask, was placed N-(3-(6,8-dichloro-2-methyl-1,2,3,4-tetrahydroisoquinolin-4-yl)phenyl)-3-(2-(2-(2-(1,3-dioxoisoindolin-2-yl)ethoxy)ethoxy)ethoxy)propanamide (870.0 mg, 1.36 mmol, 1.00 equiv) and 1M hydrazine monohydrate in ethanol (30.0 mL, 30.0 mmol). The resulting solution was heated at reflux for 1 hour. The resulting mixture was cooled to room temperature and concentrated under vacuum. The residual solution was diluted with 30 mL of water and then extracted with ... Starting materials: C[O-], CO, CCOC(C)=O, C=CC(=O)CC, [Na+], COc1ccc2c(c1)CC(CCO)C2=O. Product: CCC(=O)CCC1(CCO)Cc2cc(OC)ccc2C1=O. As a reaction SMILES: [CH3:22][O-:23].[CH3:25][OH:26].[CH3:27][CH2:28][O:29][C:30]([CH3:31])=[O:32].[CH:16](=[CH2:17])[C:18](=[O:19])[CH2:20][CH3:21].[Na+:24].[OH:1][CH2:2][CH2:3][CH:4]1[C:5](=[O:15])[c:6]2[cH:7][cH:8][c:9]([O:13][CH3:14])[cH:10][c:11]2[CH2:12]1>>[OH:1][CH2:2][CH2:3][C:4]1([CH2:17][CH2:16][C:18](=[O:19])[CH2:20][CH3:21])[C:5](=[O:15])[c:6]2[cH:7][cH:8][c:9]([O:13][CH3:14])[cH:10][c:11]2[CH2:12]1. Starting materials: OCC1=CC=C(C=C1)C(C)(C)NC(C)=O (N-(1-(4-hydroxymethylphenyl)-1-methylethyl)acetamide), S(=O)(Cl)Cl (thionyl chloride), O (water). The solvent is C(Cl)(Cl)Cl (chloroform). Run at time 20 hour. Yields the product ClCC1=CC=C(C=C1)C(C)(C)NC(C)=O (N-(1-(4-Chloromethylphenyl)-1-methylethyl)acetamide). Reaction SMILES: O[CH2:2][C:3]1[CH:8]=[CH:7][C:6]([C:9]([NH:12][C:13](=[O:15])[CH3:14])([CH3:11])[CH3:10])=[CH:5][CH:4]=1.S(Cl)([Cl:18])=O.O>C(Cl)(Cl)Cl>[Cl:18][CH2:2][C:3]1[CH:8]=[CH:7][C:6]([C:9]([NH:12][C:13](=[O:15])[CH3:14])([CH3:11])[CH3:10])=[CH:5][CH:4]=1. Procedure: To a solution of N-(1-(4-hydroxymethylphenyl)-1-methylethyl)acetamide (18.24 g) in chloroform (180 ml) was added dropwise thionyl chloride (7.07 ml) over 10 min under ice-cooling and the mixture was stirred at room temperature for 20 hr. The reaction mixture was poured into water (1000 ml) and the organic layer was separated. The organic layer was washed with aqueous sodium hydrogencarbonate and saturated brine and dried over anhydrous magnesium sulfate. The solvent was evaporated to give the ti...